Dataset: the Open Reaction Database (ORD), a public repository of structured organic reaction records. Task: describe an organic reaction: reactants, conditions, products, and yield Starting materials: COC1=C(C=C(C=C1)OC)C(O)C=C (2,5-dimethoxyphenyl vinyl carbinol). The reagents and catalysts are O=[Mn]=O (MnO2). The solvent is C(Cl)Cl (methylene chloride). Conditions: time 24 hour. Product: C(=C)C(=O)C1=C(C=CC(=C1)OC)OC (2,5-Dimethoxyphenyl vinyl ketone). As a reaction SMILES: [CH3:1][O:2][C:3]1[CH:8]=[CH:7][C:6]([O:9][CH3:10])=[CH:5][C:4]=1[CH:11]([CH:13]=[CH2:14])[OH:12]>C(Cl)Cl.O=[Mn]=O>[CH:13]([C:11]([C:4]1[CH:5]=[C:6]([O:9][CH3:10])[CH:7]=[CH:8][C:3]=1[O:2][CH3:1])=[O:12])=[CH2:14]. Procedure details: Activated MnO2 (100 g) was added in portions to a mechanically stirred solution of 2,5-dimethoxyphenyl vinyl carbinol (12.5 g, 0.064 mole) in 250 ml of methylene chloride. The mixture was stirred at room temperature for 24 hours and then filtered through a patch of Celite. The filtrate was concentrated to give a brown oil which was purified by column chromatography on silica gel, using diethyl ether/hexane (1/1) as eluant. The compound was obtained as a light brown oil; 7.2 g; IR (neat) 1680 cm-... Starting materials: NC1(CCCC1)CN1CCC(CC1)CNC(C1=CC(=CC(=C1)C(F)(F)F)C(F)(F)F)=O (N-((1-((1-aminocyclopentyl)methyl)piperidin-4-yl)methyl)-3,5-bis(trifluoromethyl) benzamide), CCN(C(C)C)C(C)C (i-Pr2NEt), ClC(=O)OCC (ethyl chloroformate). Solvent: C(C)(=O)OCC (ethyl acetate), C(Cl)Cl (CH2Cl2). Conditions: time 18 hour. Yields the product FC(C=1C=C(C(=O)NCC2CCN(CC2)CC2(CCCC2)NC(OCC)=O)C=C(C1)C(F)(F)F)(F)F (ethyl 1-((4-((3,5-bis(trifluoromethyl)benzamido)methyl)piperidin-1-yl)methyl)cyclopentylcarbamate). As a reaction SMILES: [NH2:1][C:2]1([CH2:7][N:8]2[CH2:13][CH2:12][CH:11]([CH2:14][NH:15][C:16](=[O:31])[C:17]3[CH:22]=[C:21]([C:23]([F:26])([F:25])[F:24])[CH:20]=[C:19]([C:27]([F:30])([F:29])[F:28])[CH:18]=3)[CH2:10][CH2:9]2)[CH2:6][CH2:5][CH2:4][CH2:3]1.CCN(C(C)C)C(C)C.Cl[C:42]([O:44][CH2:45][CH3:46])=[O:43]>C(Cl)Cl.C(OCC)(=O)C>[F:30][C:27]([F:28])([F:29])[C:19]1[CH:18]=[C:17]([CH:22]=[C:21]([C:23]([F:24])([F:25])[F:26])[CH:20]=1)[C:16]([NH:15][CH2:14][CH:11]1[CH2:12][CH2:13][N:8]([CH2:7][C:2]2([NH:1][C:42](=[O:43])[O:44][CH2:45][CH3:46])[CH2:6][CH2:5][CH2:4][CH2:3]2)[CH2:9][CH2:10]1)=[O:31]. Procedure details: To a solution of N-((1-((1-aminocyclopentyl)methyl)piperidin-4-yl)methyl)-3,5-bis(trifluoromethyl) benzamide (100 mg, 0.28 mmol) and i-Pr2NEt (0.2 mL, 1.1 mmol) in CH2Cl2 (5 mL) was added ethyl chloroformate (0.05 mL, 0.53 mmol). The reaction mixture was allowed to stir at room temperature for 18 hours and then diluted with ethyl acetate. The organic fraction was washed with sat. NaHCO3, and then brine and dried over Na2SO4. The solvent was removed and the crude was purified by HiTOPs to provide... Reactants: C(CCC)C1=CC(=C(N)C=C1)[N+](=O)[O-] (4-butyl-2-nitroaniline), O.NN (hydrazine hydrate), crude product, CO (methanol), ferric chloride hexahydrate. Run in CCCCCC (hexane). Run at time 2 hour. Product: C(CCC)C1=CC(=C(C=C1)N)N (4-butyl-1,2-phenylenediamine). The yield is 87.4%. As a reaction SMILES: [CH2:1]([C:5]1[CH:11]=[CH:10][C:8]([NH2:9])=[C:7]([N+:12]([O-])=O)[CH:6]=1)[CH2:2][CH2:3][CH3:4].CO.O.NN>CCCCCC>[CH2:1]([C:5]1[CH:11]=[CH:10][C:8]([NH2:9])=[C:7]([NH2:12])[CH:6]=1)[CH2:2][CH2:3][CH3:4] |f:2.3|. Procedure details: 1.11 g (5.15 mM) of 4-butyl-2-nitroaniline, 5 ml of methanol, 0.35 g of activated carbon and 0.04 gof ferric chloride hexahydrate were placed in a 50 ml-three-neckedflask and kept at about 60° C. To themixture, 1.5 ml (24.7 mM) of hydrazine hydrate wasgradually added dropwise, followed by stirring for 2 hours under heat refluxing. After the reaction, thereaction mixture was subjected to filtration by meansof suction under heating to remove the activatedcarbon. The filtrate was concentrated under... The reactants are ClC=1C=CC2=C(C3=CC=CC=C3N=C2C1)Cl (3,9-dichloroacridine), C(C)N1CCC(CC1)N (1-ethylpiperidin-4-amine). Product: ClC=1C=CC2=C(C3=CC=CC=C3N=C2C1)NC1CCN(CC1)CC (3-Chloro-N-(1-ethylpiperidin-4-yl)acridin-9-amine). As a reaction SMILES: [Cl:1][C:2]1[CH:3]=[CH:4][C:5]2[C:14]([CH:15]=1)=[N:13][C:12]1[C:7](=[CH:8][CH:9]=[CH:10][CH:11]=1)[C:6]=2Cl.[CH2:17]([N:19]1[CH2:24][CH2:23][CH:22]([NH2:25])[CH2:21][CH2:20]1)[CH3:18]>>[Cl:1][C:2]1[CH:3]=[CH:4][C:5]2[C:14]([CH:15]=1)=[N:13][C:12]1[C:7](=[CH:8][CH:9]=[CH:10][CH:11]=1)[C:6]=2[NH:25][CH:22]1[CH2:23][CH2:24][N:19]([CH2:17][CH3:18])[CH2:20][CH2:21]1. Procedure details: Following the general procedure of Example 1 and making non-critical variations, but using 3,9-dichloroacridine (J. Med. Chem. 1985, 28. 940-944) and 1-ethylpiperidin-4-amine, the title compound was obtained; MS (Found M+1=340). Reactants: Cl.CN(C)C (trimethylamine hydrochloride), CC1=CC=C(C=C1)S(=O)(=O)Cl (4-methylbenzenesulfonyl chloride), ClC=1C=C(C=CC1SCCCO)/C(=C\C1CCCC1)/C1=CC=C(C(N1)=O)C (6-[(E)-1-{3-chloro-4-[(3-hydroxypropyl)sulfanyl]phenyl}-2-cyclopentylethenyl]-3-methylpyridin-2(1H)-one), CN(CCN)C (N,N-dimethylethylenediamine). The solvent is C(Cl)(Cl)Cl (chloroform), C(C)N(CC)CC (Triethylamine), O (Water). Run at time 1 hour. Product: CC1=CC=C(C=C1)S(=O)(=O)OCCCSC1=C(C=C(C=C1)/C(=C\C1CCCC1)/C=1NC(C(=CC1)C)=O)Cl (3-({2-chloro-4-[(E)-2-cyclopentyl-1-(5-methyl-6-oxo-1,6-dihydropyridin-2-yl)ethenyl]phenyl}sulfanyl)propyl 4-methylbenzenesulfonate). Isolated yield 16.7%. RXN SMILES: Cl.CN(C)C.[CH3:6][C:7]1[CH:12]=[CH:11][C:10]([S:13](Cl)(=[O:15])=[O:14])=[CH:9][CH:8]=1.[Cl:17][C:18]1[CH:19]=[C:20](/[C:29](/[C:36]2[NH:41][C:40](=[O:42])[C:39]([CH3:43])=[CH:38][CH:37]=2)=[CH:30]\[CH:31]2[CH2:35][CH2:34][CH2:33][CH2:32]2)[CH:21]=[CH:22][C:23]=1[S:24][CH2:25][CH2:26][CH2:27][OH:28].CN(C)CCN>C(Cl)(Cl)Cl.O.C(N(CC)CC)C>[CH3:6][C:7]1[CH:12]=[CH:11][C:10]([S:13]([O:28][CH2:27][CH2:26][CH2:25][S:24][C:23]2[CH:22]=[CH:21][C:20](/[C:29](/[C:36]3[NH:41][C:40](=[O:42])[C:39]([CH3:43])=[CH:38][CH:37]=3)=[CH:30]\[CH:31]3[CH2:35][CH2:34][CH2:33][CH2:32]3)=[CH:19][C:18]=2[Cl:17])(=[O:15])=[O:14])=[CH:9][CH:8]=1 |f:0.1|. Procedure: Triethylamine (148 μL), trimethylamine hydrochloride (50 mg) and 4-methylbenzenesulfonyl chloride (74 mg) were sequentially added to a solution of 6-[(E)-1-{3-chloro-4-[(3-hydroxypropyl)sulfanyl]phenyl}-2-cyclopentylethenyl]-3-methylpyridin-2(1H)-one obtained in Example 1-22 (143 mg) in chloroform (5 mL) under ice-cooling, and the mixture was stirred at room temperature for one hour. Water and N,N-dimethylethylenediamine were added to the reaction solution, followed by extraction with chloroform... Starting materials: C, COc1cc2c(Cl)ccnc2cc1C, [Pd]. The product is COc1cc2cccnc2cc1C. As a reaction SMILES: [C:15].[Cl:1][c:2]1[cH:3][cH:4][n:5][c:6]2[cH:7][c:8]([CH3:14])[c:9]([O:12][CH3:13])[cH:10][c:11]12.[Pd:16]>>[cH:2]1[cH:3][cH:4][n:5][c:6]2[cH:7][c:8]([CH3:14])[c:9]([O:12][CH3:13])[cH:10][c:11]12. Starting materials: Cupric acetate, N1=CC=CC=C1 (pyridine), COC=1C=C(N)C=CC1 (3-methoxyaniline), COC=1C=C(C=CC1)B(O)O (3-methoxyphenylboronic acid). The solvent is C(Cl)Cl (methylene chloride). Conditions: time 72 hour. The product is COC=1C=C(C=CC1)NC1=CC(=CC=C1)OC (N-(3-Methoxyphenyl)-3-methoxyaniline). As a reaction SMILES: N1C=CC=CC=1.[CH3:7][O:8][C:9]1[CH:10]=[C:11]([CH:13]=[CH:14][CH:15]=1)[NH2:12].[CH3:16][O:17][C:18]1[CH:19]=[C:20](B(O)O)[CH:21]=[CH:22][CH:23]=1>C(Cl)Cl>[CH3:7][O:8][C:9]1[CH:10]=[C:11]([NH:12][C:22]2[CH:21]=[CH:20][CH:19]=[C:18]([O:17][CH3:16])[CH:23]=2)[CH:13]=[CH:14][CH:15]=1. Procedure: Cupric acetate (2.1 mmol) and pyridine (0.25 ml) were added to a vigorously stirred solution of 3-methoxyaniline (1 mmol) and 3-methoxyphenylboronic acid (2 mmol) in dry methylene chloride (3.5 ml), under a nitrogen atmosphere. The reaction mixture was stirred at room temperature for 72 h (the progress of the reaction was monitored by TLC). N-(3-Methoxyphenyl)-3-methoxyaniline (3c) was isolated by direct flash chromatography of the crude reaction mixture following preabsorption on silica gel. Yi... The reactants are BrCC1=NC2=CC=CC=C2N=C1 (2-(bromomethyl)quinoxaline), CN (methylamine). The solvent is C(C)O (ethanol). Run at temperature 0 celsius, time 2 hour. Product: CNCC1=NC2=CC=CC=C2N=C1 (2-(Methylaminomethyl)quinoxaline). Isolated yield 78.0%. Reaction SMILES: Br[CH2:2][C:3]1[CH:12]=[N:11][C:10]2[C:5](=[CH:6][CH:7]=[CH:8][CH:9]=2)[N:4]=1.[CH3:13][NH2:14]>C(O)C>[CH3:13][NH:14][CH2:2][C:3]1[CH:12]=[N:11][C:10]2[C:5](=[CH:6][CH:7]=[CH:8][CH:9]=2)[N:4]=1. Procedure details: The 2-(bromomethyl)quinoxaline (3.0 g, 13.4 mmol) was added portionwise to a stirring solution of methylamine (30%) in ethanol (100 mL) at 0° C. The reaction was stirred at 0° C. for 2 hours, concentrated, and partitioned between 10% aqueous potassium carbonate/ethyl acetate. The organic phase was dried (MgSO4), decolorized (charcoal) and concentrated. Purification was accomplished by eluting the sample through a short silica plug to yield 1.80 g (78%) of a brown oil. Procedure details: With cooling with ice, 14 μl of a tetrahydrofuran solution of 3.0 M methylmagnesium bromide was added to a tetrahydrofuran (500 μl) solution of 8.7 mg of the compound obtained from Example 138, and stirred at room temperature for 30 minutes. then, 14 μl of a tetrahydrofuran solution of 3.0 M methylmagnesium bromide was added to it, and stirred at room temperature for 5 minutes. With cooling with ice, aqueous saturated ammonium chloride solution was added to it, extracted with chloroform, and the... Conditions: time 30 minute. Reactants: C[Mg]Br (methylmagnesium bromide), C[Mg]Br (methylmagnesium bromide), [Cl-].[NH4+] (ammonium chloride), C(C)S(=O)(=O)C1=CC=C(OC2=CC3=C(NC(=N3)C3=NC=CC=C3)C=C2CC(=O)N(C)OC)C=C1 (2-[5-[4-(Ethylsulfonyl)phenoxy]-2-(2-pyridinyl)-1H-benzimidazol-6-yl]-N-methoxy-N-methylacetamide). Yields the product C(C)S(=O)(=O)C1=CC=C(OC2=CC3=C(NC(=N3)C3=NC=CC=C3)C=C2CC(=O)C)C=C1 (1-[5-[4-(Ethylsulfonyl)phenoxy]-2-(2-pyridinyl)-1H-benzimidazol-6-yl]acetone). Run in O1CCCC1 (tetrahydrofuran), O1CCCC1 (tetrahydrofuran), O1CCCC1 (tetrahydrofuran). As a reaction SMILES: [CH3:1][Mg]Br.[CH2:4]([S:6]([C:9]1[CH:37]=[CH:36][C:12]([O:13][C:14]2[C:28]([CH2:29][C:30](N(OC)C)=[O:31])=[CH:27][C:17]3[NH:18][C:19]([C:21]4[CH:26]=[CH:25][CH:24]=[CH:23][N:22]=4)=[N:20][C:16]=3[CH:15]=2)=[CH:11][CH:10]=1)(=[O:8])=[O:7])[CH3:5].[Cl-].[NH4+]>O1CCCC1>[CH2:4]([S:6]([C:9]1[CH:37]=[CH:36][C:12]([O:13][C:14]2[C:28]([CH2:29][C:30]([CH3:1])=[O:31])=[CH:27][C:17]3[NH:18][C:19]([C:21]4[CH:26]=[CH:25][CH:24]=[CH:23][N:22]=4)=[N:20][C:16]=3[CH:15]=2)=[CH:11][CH:10]=1)(=[O:8])=[O:7])[CH3:5] |f:2.3|.